This data is from the Open Reaction Database (ORD), a public repository of structured organic reaction records. The task is: describe an organic reaction: reactants, conditions, products, and yield Starting materials: BrC1=CC=CC=2C3=C(NC12)C1CCN(C3)CC1 (7-bromo-3,4,5,6-tetrahydro-1H-2,5-ethanoazepino[4,3-b]indole), Cl.C(#C)C1=CC=NC=C1 (4-ethynylpyridine hydrochloride), [O-]S(=O)(=O)[O-].[Mg+2] (MgSO4). Product: N1=CC=C(C=C1)C#CC1=CC=CC=2C3=C(NC12)C1CCN(C3)CC1 (7-(pyridin-4-ylethynyl)-3,4,5,6-tetrahydro-1H-2,5-ethanoazepino[4,3-b]indole). RXN SMILES: Br[C:2]1[C:10]2[NH:9][C:8]3[CH:11]4[CH2:17][CH2:16][N:14]([CH2:15][C:7]=3[C:6]=2[CH:5]=[CH:4][CH:3]=1)[CH2:13][CH2:12]4.Cl.[C:19]([C:21]1[CH:26]=[CH:25][N:24]=[CH:23][CH:22]=1)#[CH:20].[O-]S([O-])(=O)=O.[Mg+2]>>[N:24]1[CH:25]=[CH:26][C:21]([C:19]#[C:20][C:2]2[C:10]3[NH:9][C:8]4[CH:11]5[CH2:17][CH2:16][N:14]([CH2:15][C:7]=4[C:6]=3[CH:5]=[CH:4][CH:3]=2)[CH2:13][CH2:12]5)=[CH:22][CH:23]=1 |f:1.2,3.4|. Procedure details: The product of Example 1B (100 mg, 0.34 mmol), 4-ethynylpyridine hydrochloride (144 mg, 1.03 mmol; Aldrich) and MgSO4 (83 mg, 0.69 mmol) were combined and processed as described in Example 3 to provide the title compound: 1H NMR (400 MHz, methanol-d4) δ ppm 2.05-2.16 (m, 4 H), 3.03-3.14 (m, 2 H), 3.18-3.22 (m, 1 H), 3.22-3.29 (m, 2 H), 4.26 (s, 2 H), 7.03 (t, J=7.6 Hz, 1 H), 7.29 (dd, J=7.5, 0.8 Hz, 1 H), 7.41 (dd, J=7.9, 0.9 Hz, 1 H), 7.62-7.66 (m, 2 H), 8.53-8.58 (m, 2 H); MS (APCI) m/z 314 (M... Procedure details: To a solution of 96.8 mg (0.537 mmol) of 2-(1,3-benzodioxol-5-yl)-acetic acid in 3 ml of dichloromethane 360 mg (0.720 mmol) of polystyrene supported dicyclohexylcarbodiimide (loading=2 mmol/g) and 40 mg (0.179 mmol) of tert-butyl-3-amino-5-cyclopropyl-1H-pyrazole-1-carboxylate were added. The mixture was maintained under stirring at room temperature for 96 hours and after that time filtered, washed several times with dichloromethane and evaporated to dryness. The residue was re-dissolved with 3... The product is O1COC2=C1C=CC(=C2)CC(=O)NC2=CC(=NN2)C2CC2 (2-(1,3-benzodioxol-5-yl)-N-(3-cyclopropyl-1H-pyrazol-5-yl)-acetamide). Starting materials: O1COC2=C1C=CC(=C2)CC(=O)O (2-(1,3-benzodioxol-5-yl)-acetic acid), C1(CCCCC1)N=C=NC1CCCCC1 (dicyclohexylcarbodiimide), C(C)(C)(C)OC(=O)N1N=C(C=C1C1CC1)N (tert-butyl-3-amino-5-cyclopropyl-1H-pyrazole-1-carboxylate), ClCCl (dichloromethane), polystyrene. RXN SMILES: [O:1]1[C:5]2[CH:6]=[CH:7][C:8]([CH2:10][C:11]([OH:13])=O)=[CH:9][C:4]=2[O:3][CH2:2]1.ClCCl.C1(N=C=NC2CCCCC2)CCCCC1.C(OC([N:39]1[C:43]([CH:44]2[CH2:46][CH2:45]2)=[CH:42][C:41]([NH2:47])=[N:40]1)=O)(C)(C)C>C(OCC)C>[O:1]1[C:5]2[CH:6]=[CH:7][C:8]([CH2:10][C:11]([NH:47][C:41]3[NH:40][N:39]=[C:43]([CH:44]4[CH2:46][CH2:45]4)[CH:42]=3)=[O:13])=[CH:9][C:4]=2[O:3][CH2:2]1. Reaction conditions: time 96 hour. The yield is 62.7%. Run in C(C)OCC (diethylether).